This data is from the Open Reaction Database (ORD), a public repository of structured organic reaction records. The task is: describe an organic reaction: reactants, conditions, products, and yield The reactants are C1=CC(=CC=C1C2=COC=3C=C(C=CC3C2=O)O[C@H]4[C@@H]([C@H]([C@@H]([C@H](O4)CO)O)O)O)O (daidzin), C1=CC(=CC=C1C2=COC=3C=C(C=C(C3C2=O)O)O[C@H]4[C@@H]([C@H]([C@@H]([C@H](O4)CO)O)O)O)O (genistin), CO (methanol), Cl (HCl), glycoside. The solvent is O (water). Run at time 8 hour. Yields the product C1=CC(=CC=C1C2=COC=3C=C(C=CC3C2=O)O)O (daidzein), C1=CC(=CC=C1C2=COC=3C=C(C=C(C3C2=O)O)O)O (genistein). Reaction SMILES: [CH:1]1[C:6]([C:7]2[C:16](=[O:17])[C:15]3[CH:14]=[CH:13][C:12]([O:18][C@@H]4O[C@H](CO)[C@@H](O)[C@H](O)[C@H]4O)=[CH:11][C:10]=3[O:9][CH:8]=2)=[CH:5][CH:4]=[C:3]([OH:30])[CH:2]=1.[CH:31]1[C:36]([C:37]2[C:46](=[O:47])[C:45]3[C:44]([OH:48])=[CH:43][C:42]([O:49][C@@H]4O[C@H](CO)[C@@H](O)[C@H](O)[C@H]4O)=[CH:41][C:40]=3[O:39][CH:38]=2)=[CH:35][CH:34]=[C:33]([OH:61])[CH:32]=1.CO.Cl>O>[CH:5]1[C:6]([C:7]2[C:16](=[O:17])[C:15]3[CH:14]=[CH:13][C:12]([OH:18])=[CH:11][C:10]=3[O:9][CH:8]=2)=[CH:1][CH:2]=[C:3]([OH:30])[CH:4]=1.[CH:35]1[C:36]([C:37]2[C:46](=[O:47])[C:45]3[C:44]([OH:48])=[CH:43][C:42]([OH:49])=[CH:41][C:40]=3[O:39][CH:38]=2)=[CH:31][CH:32]=[C:33]([OH:61])[CH:34]=1. Reported procedure: To each of 1 g samples of daidzin and genistin obtained in Example 7 were added 45 ml of methanol and 10 ml of 12N HCl, and the glycoside was decomposed under reflux for 6 hours. After cooling, the reaction mixture was diluted with water, and the solid product was collected by filtration, washed with water, dissolved in 90 ml of a 80% ethanol solution, filtered through a filter paper to give a supernatant. The supernatant was left standing at room temperature to deposit a crystalline product. Th... Reactants: C(N)(=N)N1CCC(CC1)CCC(=O)O (1-amidino-4-piperidinepropionic acid), Cl (hydrochloric acid), C (charcoal). Conditions: time 30 minute. Product: Cl.C(N)(=N)N1CCC(CC1)CCC(=O)O (1-amidino-4-piperidinepropionic acid hydrochloride). RXN SMILES: [C:1]([N:4]1[CH2:9][CH2:8][CH:7]([CH2:10][CH2:11][C:12]([OH:14])=[O:13])[CH2:6][CH2:5]1)(=[NH:3])[NH2:2].C.[ClH:16]>>[ClH:16].[C:1]([N:4]1[CH2:9][CH2:8][CH:7]([CH2:10][CH2:11][C:12]([OH:14])=[O:13])[CH2:6][CH2:5]1)(=[NH:2])[NH2:3] |f:3.4|. Reported procedure: 2.0 g of 1-amidino-4-piperidinepropionic acid prepared in Example 1 was dissolved in 15 ml of 1 N hydrochloric acid. To the solution was added 0.2 g of activated charcoal, and the resulting mixture was stirred for 30 minutes. After removal of activated charcoal by filtration, the filtrate was concentrated under reduced pressure. Acetone was added to the residue to give crystals which were then washed with acetone and further with ether and dried to obtain 1.7 g of 1-amidino-4-piperidinepropionic... The reactants are C(C=C)C=1C=C(C=O)C=CC1O (3-allyl-4-hydroxy-benzaldehyde), C(C)(=O)[O-].[Na+] (sodium acetate), C(C)(=O)NCC(=O)O (N-acetylglycine), C(C)(=O)OC(C)=O (acetic anhydride). Reaction conditions: temperature 0 celsius. Product: CC=1OC(C(N1)=CC1=CC(=C(C=C1)OC(C)=O)CC=C)=O (2-Methyl-4-(4-acetoxy-3-allyl-benzylidene)-5-(4H)-oxazolone). Procedure details: 40.5 g (0.25 mol) of 3-allyl-4-hydroxy-benzaldehyde, 10.3 g of sodium acetate, 19.9 g of N-acetylglycine and 63.5 g of acetic anhydride are together heated for 30 minutes to 100° C. and then for 21/2 hours to the reflux temperature. The resulting solution is cooled to 0° C. and the crystals which have separated out are filtered off, washed with water, dried in a vacuum desiccator and finally recrystallised from carbon tetrachloride. 2-Methyl-4-(4-acetoxy-3-allyl-benzylidene)-5-(4H)-oxazolone of ... As a reaction SMILES: [CH2:1]([C:4]1[CH:5]=[C:6]([CH:9]=[CH:10][C:11]=1[OH:12])[CH:7]=O)[CH:2]=[CH2:3].[C:13]([O-])(=[O:15])[CH3:14].[Na+].[C:18]([NH:21][CH2:22][C:23]([OH:25])=[O:24])(=O)[CH3:19].C(OC(=O)C)(=O)C>>[CH3:19][C:18]1[O:25][C:23](=[O:24])[C:22](=[CH:7][C:6]2[CH:9]=[CH:10][C:11]([O:12][C:13](=[O:15])[CH3:14])=[C:4]([CH2:1][CH:2]=[CH2:3])[CH:5]=2)[N:21]=1 |f:1.2|. Reactants: NCC1(CN(CCC1)C(=O)OC)O (methyl 3-aminomethyl-3-hydroxypiperidine-1-carboxylate), Ba(OH)2. Solvent: O (water). Yields the product NCC1(CNCCC1)O (3-Aminomethyl-3-hydroxypiperidine). RXN SMILES: [NH2:1][CH2:2][C:3]1([OH:13])[CH2:8][CH2:7][CH2:6][N:5](C(OC)=O)[CH2:4]1>O>[NH2:1][CH2:2][C:3]1([OH:13])[CH2:8][CH2:7][CH2:6][NH:5][CH2:4]1. Reported procedure: 5.1 g (27.1 mmol) of methyl 3-aminomethyl-3-hydroxypiperidine-1-carboxylate are heated overnight under reflux with 15.8 g of Ba(OH)2. 8H2O in 150 ml of water. The product is filtered off from BaCO3 with suction and concentrated. The residue is boiled five times using 70 ml of dioxane each time, and the dioxane solutions are concentrated and distilled. The reactants are ClC1=C(C(=CC=C1[N+](=O)[O-])Cl)S(=O)(=O)N1CCSCC1 (2,6-dichloro-3-nitro-1-(4-thiomorpholinylsufonyl)benzene), [H-].[Na+] (NaH), O (water). Yields the product ClC1=CC=C(C(=C1S(=O)(=O)N1CCSCC1)O)[N+](=O)[O-] (6-chloro-2-hydroxy-3-nitro-1-(4-thiomorpholinylsufonyl)benzene). The yield is 33.5%. RXN SMILES: Cl[C:2]1[C:7]([N+:8]([O-:10])=[O:9])=[CH:6][CH:5]=[C:4]([Cl:11])[C:3]=1[S:12]([N:15]1[CH2:20][CH2:19][S:18][CH2:17][CH2:16]1)(=[O:14])=[O:13].[H-].[Na+].[OH2:23]>>[Cl:11][C:4]1[C:3]([S:12]([N:15]2[CH2:20][CH2:19][S:18][CH2:17][CH2:16]2)(=[O:14])=[O:13])=[C:2]([OH:23])[C:7]([N+:8]([O-:10])=[O:9])=[CH:6][CH:5]=1 |f:1.2|. Reported procedure: Following the general hydrolysis procedure outlined in example 15, 2,6-dichloro-3-nitro-1-(4-thiomorpholinylsufonyl)benzene (1.04 g, 2.91 mmol), 60% NaH (349 mg, 8.73 mmol) and water (63 μL, 3.50 mmol) were reacted to form the desired product (330 mg, 33%). EI-MS (m/z) 336.89, 338.93 (M−).